This data is from the Open Reaction Database (ORD), a public repository of structured organic reaction records. The task is: describe an organic reaction: reactants, conditions, products, and yield The reactants are COc1cccc(CCNC(=O)NC(Cc2cc(Br)c(O)c(Br)c2)C(=O)N(C)C(CCCCNC(=O)OC(C)(C)C)C(=O)O)c1, [Li+], [OH-], O. Yields the product COc1cccc(CCNC(=O)NC(Cc2cc(Br)c(O)c(Br)c2)C(=O)NC(CCCCNC(=O)OC(C)(C)C)C(=O)O)c1. Reaction SMILES: [CH3:1][N:2]([CH:3]([CH2:4][CH2:5][CH2:6][CH2:7][NH:8][C:9](=[O:10])[O:11][C:12]([CH3:13])([CH3:14])[CH3:15])[C:16](=[O:17])[OH:18])[C:19]([CH:20]([NH:21][C:22](=[O:23])[NH:24][CH2:25][CH2:26][c:27]1[cH:28][c:29]([O:33][CH3:34])[cH:30][cH:31][cH:32]1)[CH2:35][c:36]1[cH:37][c:38]([Br:44])[c:39]([OH:43])[c:40]([Br:42])[cH:41]1)=[O:45].[Li+:46].[OH-:47].[OH2:48]>>[NH:2]([CH:3]([CH2:4][CH2:5][CH2:6][CH2:7][NH:8][C:9](=[O:10])[O:11][C:12]([CH3:13])([CH3:14])[CH3:15])[C:16](=[O:17])[OH:18])[C:19]([CH:20]([NH:21][C:22](=[O:23])[NH:24][CH2:25][CH2:26][c:27]1[cH:28][c:29]([O:33][CH3:34])[cH:30][cH:31][cH:32]1)[CH2:35][c:36]1[cH:37][c:38]([Br:44])[c:39]([OH:43])[c:40]([Br:42])[cH:41]1)=[O:45]. The reactants are O=C(C=C(C)C)NC1=C(C=CC=C1)C (N-(1-oxo-3-methyl-but-2-en-yl)-2-methylaniline), C([O-])([O-])=O (carbonate). Run in S(O)(O)(=O)=O (sulphuric acid). The product is CC1(CC(NC2=C(C=CC=C12)C)=O)C (3,4-Dihydro-4,4,8-trimethyl-2-(1H)-quinolone). RXN SMILES: [O:1]=[C:2]([NH:7][C:8]1[CH:13]=[CH:12][CH:11]=[CH:10][C:9]=1[CH3:14])[CH:3]=[C:4]([CH3:6])[CH3:5].C(=O)([O-])[O-]>S(=O)(=O)(O)O>[CH3:5][C:4]1([CH3:6])[C:13]2[C:8](=[C:9]([CH3:14])[CH:10]=[CH:11][CH:12]=2)[NH:7][C:2](=[O:1])[CH2:3]1. Reported procedure: N-(1-oxo-3-methyl-but-2-en-yl)-2-methylaniline (0.5 g) was added with stirring to 98% w/w sulphuric acid (10 cm3) at 0°. After 2 hours at room temperature (20°) the mixture was poured carefully onto ice (30 g) and the resulting solution was basified to pH 9 with saturated carbonate solution. The mixture was then extracted wilth dichloromethane (2×200 cm3), and the combined and dried (MgSO4) organic extracts were evaporated in vacuo to give a solid which was chromatographed on silica (Merck "MK 6...